From a dataset of the Open Reaction Database (ORD), a public repository of structured organic reaction records. describe an organic reaction: reactants, conditions, products, and yield Reactants: CC(C)Cn1c(CO)c(-c2ccccc2F)c2cc(OCc3ccccc3)ccc2c1=O, Cc1ccccc1, [Na+], O=C([O-])O, O=S(Cl)Cl. The product is CC(C)Cn1c(CCl)c(-c2ccccc2F)c2cc(OCc3ccccc3)ccc2c1=O. Reaction SMILES: [CH2:1]([c:2]1[cH:3][cH:4][cH:5][cH:6][cH:7]1)[O:8][c:9]1[cH:10][c:11]2[c:12](-[c:26]3[c:27]([F:32])[cH:28][cH:29][cH:30][cH:31]3)[c:13]([CH2:24][OH:25])[n:14]([CH2:20][CH:21]([CH3:22])[CH3:23])[c:15](=[O:19])[c:16]2[cH:17][cH:18]1.[CH3:42][c:43]1[cH:44][cH:45][cH:46][cH:47][cH:48]1.[Na+:37].[OH:38][C:39](=[O:40])[O-:41].[S:33]([Cl:34])([Cl:35])=[O:36]>>[CH2:1]([c:2]1[cH:3][cH:4][cH:5][cH:6][cH:7]1)[O:8][c:9]1[cH:10][c:11]2[c:12](-[c:26]3[c:27]([F:32])[cH:28][cH:29][cH:30][cH:31]3)[c:13]([CH2:24][Cl:35])[n:14]([CH2:20][CH:21]([CH3:22])[CH3:23])[c:15](=[O:19])[c:16]2[cH:17][cH:18]1. Reactants: C(C)(=O)OCC (Ethyl acetate), C([O-])([O-])=O.[K+].[K+] (Potassium carbonate), FC=1C=C(C=CC1F)[N+](=O)[O-] (3,4-difluoronitrobenzene), O1CCOC12CNCC2 (1,4-dioxa-7-aza-spiro[4.4]nonane). Solvent: O (water), C(C)#N (acetonitrile). Conditions: temperature 75 celsius. Yields the product FC1=C(C=CC(=C1)[N+](=O)[O-])N1CC2(OCCO2)CC1 (7-(2-Fluoro-4-nitro-phenyl)-1,4-dioxa-7-aza-spiro[4.4]nonane). RXN SMILES: C(=O)([O-])[O-].[K+].[K+].[F:7][C:8]1[CH:9]=[C:10]([N+:15]([O-:17])=[O:16])[CH:11]=[CH:12][C:13]=1F.[O:18]1[C:22]2([CH2:26][CH2:25][NH:24][CH2:23]2)[O:21][CH2:20][CH2:19]1.C(OCC)(=O)C>C(#N)C.O>[F:7][C:8]1[CH:9]=[C:10]([N+:15]([O-:17])=[O:16])[CH:11]=[CH:12][C:13]=1[N:24]1[CH2:25][CH2:26][C:22]2([O:21][CH2:20][CH2:19][O:18]2)[CH2:23]1 |f:0.1.2|. Reported procedure: Potassium carbonate (6.9 g) was added to a mixture of 3,4-difluoronitrobenzene (8.0 g) and 1,4-dioxa-7-aza-spiro[4.4]nonane (12.9 g) in acetonitrile (34.6 mL) and the reaction mixture was heated for 2 h at 75° C. Ethyl acetate and water were added to the reaction mixture. The aqueous phase was extracted several times with ethyl acetate. The organic phases were combined, dried over sodium sulfate and the solvent was removed in vacuum. In this way the product was obtained with molecular weight 268...